From a dataset of the Open Reaction Database (ORD), a public repository of structured organic reaction records. describe an organic reaction: reactants, conditions, products, and yield Reactants: NC1=NC(=C(C=C1)Br)C(=O)OC (2-amino-5-bromo-6-methoxycarbonylpyridine), N1(CCCCC1)S(=O)(=O)C1=CC=C(C=C1)S (4-(N -piperidinylsulfonyl)thiophenol), ClC1=C(C=CC(=C1)Cl)S(=O)(=O)Cl (2,4-dichlorophenylsulfonyl chloride). Yields the product COC(=O)C1=NC(=CC=C1SC1=CC=C(C=C1)S(=O)(=O)N1CCCCC1)NS(=O)(=O)C1=C(C=C(C=C1)Cl)Cl (6-(2,4-Dichloro-benzenesulfonylamino)-3-[4-(piperidine-1-sulfonyl)-phenylsulfanyl]-pyridine-2-carboxylic acid methyl ester). RXN SMILES: [NH2:1][C:2]1[CH:7]=[CH:6][C:5](Br)=[C:4]([C:9]([O:11][CH3:12])=[O:10])[N:3]=1.[N:13]1([S:19]([C:22]2[CH:27]=[CH:26][C:25]([SH:28])=[CH:24][CH:23]=2)(=[O:21])=[O:20])[CH2:18][CH2:17][CH2:16][CH2:15][CH2:14]1.[Cl:29][C:30]1[CH:35]=[C:34]([Cl:36])[CH:33]=[CH:32][C:31]=1[S:37](Cl)(=[O:39])=[O:38]>>[CH3:12][O:11][C:9]([C:4]1[C:5]([S:28][C:25]2[CH:24]=[CH:23][C:22]([S:19]([N:13]3[CH2:14][CH2:15][CH2:16][CH2:17][CH2:18]3)(=[O:21])=[O:20])=[CH:27][CH:26]=2)=[CH:6][CH:7]=[C:2]([NH:1][S:37]([C:31]2[CH:32]=[CH:33][C:34]([Cl:36])=[CH:35][C:30]=2[Cl:29])(=[O:39])=[O:38])[N:3]=1)=[O:10]. Reported procedure: Prepared from 2-amino-5-bromo-6-methoxycarbonylpyridine and 4-(N -piperidinylsulfonyl)thiophenol according to General Method 11 step 1 followed by reaction with 2,4-dichlorophenylsulfonyl chloride according to General Method 11 step 2. 1H NMR (CDCl3): 8.02 (1 H, d, J 11 Hz, A-ring CH ortho to SO2NH), 7.63 & 7.42 (2×2 H, 2×d, 2×J 10 Hz, Ar CH's of C-ring), 7.43 (1 H, s, A-ring CH ortho to 2×Cl) 7.32 (1 H, d, J 11 Hz, Ar CH), 3.88 (3H, s, CH3) 2.98-2.76 (4H, m, CH2NCH2), 1.62-1.53 (4 H, m, CH2CH2C... Starting materials: C(C1=CC=CC=C1)OC[C@@]1(C[C@H](O)[C@@H](CO[Si](C2=CC=CC=C2)(C2=CC=CC=C2)C(C)(C)C)O1)N1C(=O)NC(=O)C(C)=C1 (Benzyloxymethyl-5'-O-tert-butyldiphenylsilylthymidine), C(=O)(C1=CC=CC=C1)Cl (BzCl). Solvent: C(Cl)Cl.CCN(CC)CC (CH2Cl2 Et3N). Product: C(C1=CC=CC=C1)OC[C@@]1(C[C@H](OC(C2=CC=CC=C2)=O)[C@@H](CO[Si](C2=CC=CC=C2)(C2=CC=CC=C2)C(C)(C)C)O1)N1C(=O)NC(=O)C(C)=C1 (Benzyloxymethyl-3'-O-benzoyl-5'-O-tert-butyldiphenylsilyl-thymidine). Yield: 86.9%. Reaction SMILES: [CH2:1]([O:8][CH2:9][C@@:10]1([N:35]2[CH:43]=[C:41]([CH3:42])[C:39](=[O:40])[NH:38][C:36]2=[O:37])[O:34][C@H:14]([CH2:15][O:16][Si:17]([C:30]([CH3:33])([CH3:32])[CH3:31])([C:24]2[CH:29]=[CH:28][CH:27]=[CH:26][CH:25]=2)[C:18]2[CH:23]=[CH:22][CH:21]=[CH:20][CH:19]=2)[C@@H:12]([OH:13])[CH2:11]1)[C:2]1[CH:7]=[CH:6][CH:5]=[CH:4][CH:3]=1.[C:44](Cl)([C:46]1[CH:51]=[CH:50][CH:49]=[CH:48][CH:47]=1)=[O:45]>C(Cl)Cl.CCN(CC)CC>[CH2:1]([O:8][CH2:9][C@@:10]1([N:35]2[CH:43]=[C:41]([CH3:42])[C:39](=[O:40])[NH:38][C:36]2=[O:37])[O:34][C@H:14]([CH2:15][O:16][Si:17]([C:30]([CH3:33])([CH3:32])[CH3:31])([C:18]2[CH:23]=[CH:22][CH:21]=[CH:20][CH:19]=2)[C:24]2[CH:25]=[CH:26][CH:27]=[CH:28][CH:29]=2)[C@@H:12]([O:13][C:44](=[O:45])[C:46]2[CH:51]=[CH:50][CH:49]=[CH:48][CH:47]=2)[CH2:11]1)[C:2]1[CH:7]=[CH:6][CH:5]=[CH:4][CH:3]=1 |f:2.3|. Reported procedure: A stirred solution of 3 (128.0 g, 213.3 mmol) in a 4:1 mixture of CH2Cl2 /Et3N (500 mL) was treated with (48.4 g, 40 mL, 344.6 mmol) of BzCl at 23° C. for 8 h. The resultant precipitate was removed by filtration. The filtrate was concentrated under reduced pressure to leave the crude product as a brownish syrup. Purification of the syrup by silica gel column chromatography (hexanes/AcOEt 10:1 then 1:1) gave 130.7 g (87%) of 4 as a white solid. Rf (Hexanes/AcOEt 1:1) 0.82 1H-NMR (CDCl3): 1.40 (s,... Starting materials: CCc1nc2c(Cl)c(Br)ccc2[nH]1, O=C([O-])[O-], FC(F)(F)c1cccc(-c2nc(CCl)no2)c1, [Cs+], [Cs+], CN(C)C=O. Yields the product CCc1nc2c(Cl)c(Br)ccc2n1Cc1noc(-c2cccc(C(F)(F)F)c2)n1. As a reaction SMILES: [Br:1][c:2]1[c:3]([Cl:13])[c:4]2[c:5]([nH:6][c:7]([CH2:9][CH3:10])[n:8]2)[cH:11][cH:12]1.[C:14](=[O:15])([O-:16])[O-:17].[Cl:20][CH2:21][c:22]1[n:23][o:24][c:25](-[c:27]2[cH:28][c:29]([C:33]([F:34])([F:35])[F:36])[cH:30][cH:31][cH:32]2)[n:26]1.[Cs+:18].[Cs+:19].[O:37]=[CH:38][N:39]([CH3:40])[CH3:41]>>[Br:1][c:2]1[c:3]([Cl:13])[c:4]2[c:5]([n:6]([CH2:21][c:22]3[n:23][o:24][c:25](-[c:27]4[cH:28][c:29]([C:33]([F:34])([F:35])[F:36])[cH:30][cH:31][cH:32]4)[n:26]3)[c:7]([CH2:9][CH3:10])[n:8]2)[cH:11][cH:12]1. Starting materials: BrC1=NC=C(C=C1N(S(=O)(=O)C1=CC=C(C=C1)C(C)(C)C)COC)Cl (N-(2-Bromo-5-chloro-pyridin-3-yl)-4-tert-butyl-N-methoxymethyl-benzenesulfonamide), resultant solution, CON(C(C1=C(N=CC=C1)C)=O)C (N-methoxy-2,N-dimethyl-nicotinamide), ice, Cl (HCl), O1CCOCC1 (dioxane). Run in CCOC(=O)C (EtOAc), O (H2O). Run at time 90 minute. Yields the product C(C)(C)(C)C1=CC=C(C=C1)S(=O)(=O)NC=1C(=NC=C(C1)Cl)C(=O)C=1C(=NC=CC1)C (4-tert-Butyl-N-[5-chloro-2-(2-methyl-pyridine-3-carbonyl)-pyridin-3-yl]-benzenesulfonamide). As a reaction SMILES: Br[C:2]1[C:7]([N:8](COC)[S:9]([C:12]2[CH:17]=[CH:16][C:15]([C:18]([CH3:21])([CH3:20])[CH3:19])=[CH:14][CH:13]=2)(=[O:11])=[O:10])=[CH:6][C:5]([Cl:25])=[CH:4][N:3]=1.CON(C)[C:29](=[O:37])[C:30]1[CH:35]=[CH:34][CH:33]=[N:32][C:31]=1[CH3:36].Cl.O1CCOCC1>O.CCOC(C)=O>[C:18]([C:15]1[CH:16]=[CH:17][C:12]([S:9]([NH:8][C:7]2[C:2]([C:29]([C:30]3[C:31]([CH3:36])=[N:32][CH:33]=[CH:34][CH:35]=3)=[O:37])=[N:3][CH:4]=[C:5]([Cl:25])[CH:6]=2)(=[O:10])=[O:11])=[CH:13][CH:14]=1)([CH3:21])([CH3:19])[CH3:20]. Procedure: N-(2-Bromo-5-chloro-pyridin-3-yl)-4-tert-butyl-N-methoxymethyl-benzenesulfonamide (140 mg, 300 mmol) was placed in a dry 2-neck 10 mL round-bottom flask. The flask was evacuated and purged with nitrogen, followed by the addition of THF (1 mL). The homogeneous mixture was lowered to −5° C. and iPrMgCl (0.33 mL, 2.0 M) was added dropwise. Upon completion of the addition, the reaction was stirred 90 minutes, followed by the slow addition of N-methoxy-2,N-dimethyl-nicotinamide (135 mg, 750 mmol). Th... Starting materials: C(C)(=O)O.OC1=CC=C2C=CC=3OC=C(C(C3C2=C1)=O)C=O (9-hydroxy-1-oxo-1-H-naphtho[2,1-b]pyran-2-carboxaldehyde acetate), C(CC(=O)O)(=O)O (malonic acid). Run in N1=CC=CC=C1 (pyridine). The product is C(C)(=O)OC1=CC=C2C=CC=3OC=C(C(C3C2=C1)=O)C(C(=O)O)=C ([9-(acetyloxy)-1-oxo-1H-naphtho[2,1-b]pyran-2-yl]-2-propenoic acid), compound 7. RXN SMILES: [C:1]([OH:4])(=[O:3])[CH3:2].O[C:6]1[CH:19]=[C:18]2[C:9]([CH:10]=[CH:11][C:12]3[O:13][CH:14]=[C:15](C=O)[C:16](=[O:20])[C:17]=32)=[CH:8][CH:7]=1.[C:23](O)(=O)[CH2:24][C:25]([OH:27])=[O:26]>N1C=CC=CC=1>[C:1]([O:4][C:6]1[CH:19]=[C:18]2[C:9]([CH:10]=[CH:11][C:12]3[O:13][CH:14]=[C:15]([C:24](=[CH2:23])[C:25]([OH:27])=[O:26])[C:16](=[O:20])[C:17]=32)=[CH:8][CH:7]=1)(=[O:3])[CH3:2] |f:0.1|. Procedure: Thus, Compound 5 is refluxed with malonic acid in pyridine to obtain [9-(acetyloxy)-1-oxo-1H-naphtho[2,1-b]pyran-2-yl]-2-propenoic acid, compound 7. Additionally, Compound 6 may be refluxed in a similar fashion with malonic acid in pyridine to obtain [9-hydroxy-1-oxo-1H-naphtho[2,1-b]pyran-2-yl]-2-propenoic acid, Compound 7A. Reactants: CS(=O)(=O)OCCCC1=CC=CC=C1 (3-phenylpropyl methanesulphonate), CNCCO (2-(methylamino)ethanol). Product: CN(CCCC1=CC=CC=C1)CCO (2-[N-Methyl-N-(3-phenylpropyl)amino]ethanol). As a reaction SMILES: CS(O[CH2:6][CH2:7][CH2:8][C:9]1[CH:14]=[CH:13][CH:12]=[CH:11][CH:10]=1)(=O)=O.[CH3:15][NH:16][CH2:17][CH2:18][OH:19]>>[CH3:15][N:16]([CH2:17][CH2:18][OH:19])[CH2:6][CH2:7][CH2:8][C:9]1[CH:14]=[CH:13][CH:12]=[CH:11][CH:10]=1. Procedure: The title compound was prepared from 3-phenylpropyl methanesulphonate (4.5 g) and 2-(methylamino)ethanol (16.7 ml) by an analogous procedure to that described in preparation 1.